Dataset: the Open Reaction Database (ORD), a public repository of structured organic reaction records. Task: describe an organic reaction: reactants, conditions, products, and yield Starting materials: acid chloride, acid chloride, ClC1=C(C(=O)O)C=CC(=C1)S(=O)(=O)C (2-chloro-4-methanesulphonylbenzoic acid), S(=O)(Cl)Cl (thionyl chloride), ClC1=C(C(=O)C2C(CCCC2=O)=O)C=CC(=C1)S(=O)(=O)C (2-(2-Chloro-4-methanesulphonylbenzoyl)-1,3-cyclohexanedione), acid chloride, C1(CC(CCC1)=O)=O (1,3-cyclohexanedione), C([O-])([O-])=O.[K+].[K+] (potassium carbonate). Reagents/catalysts: N1N=CN=C1 (1,2,4-Triazole). Run in C(C)#N (acetonitrile), C(C)#N (acetonitrile). Reaction conditions: time 4 hour. The product is ClC1=C(C(=O)Cl)C=CC(=C1)S(=O)(=O)C (2-Chloro-4-methanesulphonylbenzoyl chloride), desired product. Isolated yield 83.6%. Reaction SMILES: [Cl:1][C:2]1[CH:17]=[C:16]([S:18]([CH3:21])(=[O:20])=[O:19])[CH:15]=[CH:14][C:3]=1[C:4](C1C(=O)CCCC1=O)=[O:5].[Cl:22]C1C=C(S(C)(=O)=O)C=CC=1C(O)=O.S(Cl)(Cl)=O.C1(=O)CCCC(=O)C1.C(=O)([O-])[O-].[K+].[K+]>C(#N)C.N1C=NC=N1>[Cl:1][C:2]1[CH:17]=[C:16]([S:18]([CH3:21])(=[O:20])=[O:19])[CH:15]=[CH:14][C:3]=1[C:4]([Cl:22])=[O:5] |f:4.5.6|. Procedure: 2-(2-Chloro-4-methanesulphonylbenzoyl)-1,3-cyclohexanedione from the acid chloride. 2-Chloro-4-methanesulphonylbenzoyl chloride (5 g) was prepared by the reaction of 2-chloro-4-methanesulphonylbenzoic acid with thionyl chloride. The acid chloride was dissolved in acetonitrile (40 ml). A mixture of 1,3-cyclohexanedione (2.24 g), potassium carbonate (6.9 g) and acetonitrile (40 ml) was stirred at room temperature for 4 hours. To this solution was added the acid chloride solution over 10 min and al... Reactants: C1(=CC=CC=C1)N=C=O (phenylisocyanate), ClC1=CC=C(CNC2CCCC2)C=C1 (N-4-chlorobenzyl-N-cyclopentylamine). The solvent is CCCCCC (hexane), CCCCCC (hexane). The product is ClC1=CC=C(CN(C(=O)NC2=CC=CC=C2)C2CCCC2)C=C1 (N-4-chlorobenzyl-N-cyclopentyl-N'-phenylurea). Yield: 94.3%. RXN SMILES: [C:1]1([N:7]=[C:8]=[O:9])[CH:6]=[CH:5][CH:4]=[CH:3][CH:2]=1.[Cl:10][C:11]1[CH:23]=[CH:22][C:14]([CH2:15][NH:16][CH:17]2[CH2:21][CH2:20][CH2:19][CH2:18]2)=[CH:13][CH:12]=1>CCCCCC>[Cl:10][C:11]1[CH:12]=[CH:13][C:14]([CH2:15][N:16]([CH:17]2[CH2:21][CH2:20][CH2:19][CH2:18]2)[C:8]([NH:7][C:1]2[CH:6]=[CH:5][CH:4]=[CH:3][CH:2]=2)=[O:9])=[CH:22][CH:23]=1. Procedure details: A solution of 12 grams (0.1 mole) of phenylisocyanate in 50 ml of hexane was added dropwise to 21 grams (0.1 mole) of N-4-chlorobenzyl-N-cyclopentylamine in 400 ml of hexane under cooling and stirring conditions. After the addition, the temperature of the reaction mixture was gradually raised, and the solution was then stirred at 50° C. for about 7 hours. The mixture was cooled and filtered. The residue was recrystallized from a mixed solvent of hexane-ethyl alcohol. 31 grams of N-4-chlorobenzyl... Starting materials: OC1=CC=C(C=C1)CC(=O)NC1=C2C=NN(C2=CC=C1)CCN1CCCC1 (2-(4-hydroxy-phenyl)-N-[1-(2-pyrrolidin-1-yl-ethyl)-1H-indazol-4-yl]-acetamide), BrCC1=C(C(=CC=C1)F)F (1-bromomethyl-2,3-difluoro-benzene), C(=O)([O-])[O-].[Cs+].[Cs+] (Cs2CO3). Run in CN(C)C=O (DMF). Conditions: time 6 hour. Product: FC1=C(COC2=CC=C(C=C2)CC(=O)NC2=C3C=NN(C3=CC=C2)CCN2CCCC2)C=CC=C1F (2-{4-[(2,3-difluorobenzyl)oxy]phenyl}-N-[1-(2-pyrrolidin-1-ylethyl)-1H-indazol-4-yl]acetamide). As a reaction SMILES: [OH:1][C:2]1[CH:7]=[CH:6][C:5]([CH2:8][C:9]([NH:11][C:12]2[CH:20]=[CH:19][CH:18]=[C:17]3[C:13]=2[CH:14]=[N:15][N:16]3[CH2:21][CH2:22][N:23]2[CH2:27][CH2:26][CH2:25][CH2:24]2)=[O:10])=[CH:4][CH:3]=1.Br[CH2:29][C:30]1[CH:35]=[CH:34][CH:33]=[C:32]([F:36])[C:31]=1[F:37].C([O-])([O-])=O.[Cs+].[Cs+]>CN(C=O)C>[F:37][C:31]1[C:32]([F:36])=[CH:33][CH:34]=[CH:35][C:30]=1[CH2:29][O:1][C:2]1[CH:7]=[CH:6][C:5]([CH2:8][C:9]([NH:11][C:12]2[CH:20]=[CH:19][CH:18]=[C:17]3[C:13]=2[CH:14]=[N:15][N:16]3[CH2:21][CH2:22][N:23]2[CH2:27][CH2:26][CH2:25][CH2:24]2)=[O:10])=[CH:4][CH:3]=1 |f:2.3.4|. Procedure: A mixture of 2-(4-hydroxy-phenyl)-N-[1-(2-pyrrolidin-1-yl-ethyl)-1H-indazol-4-yl]-acetamide (45.0 mg, 0.124 mmol), 1-bromomethyl-2,3-difluoro-benzene (38.0 mg, 0.185 mmol), Cs2CO3 (60.0 mg, 0.184 mmol) in 2 mL of DMF was shaken for 6 hours after which the mixture was concentrated under reduced pressure. The residue was dissolved in 1.5 mL of a 1:1 mixture of dimethyl sulfoxide/MeOH and purified by preparative reverse-phase HPLC. 1H NMR (300 MHz, DMSO-d6) δ ppm 1.61 (m, 4H), 2.44 (m, 4H), 2.86 (t... The reactants are COC(CC(C1=NC(=NC=C1)OC1=CC=C(C=C1)CNC1=NC=CC=C1)C1=CC(=CC(=C1)F)F)=O (Methyl-3-(3,5-difluorophenyl)-3-(2-{4-[(2-pyridinylamino)-methyl]phenoxy}-4-pyrmidinyl)propanoate), O.[OH-].[Li+] (lithium hydroxide monohydrate). The solvent is C1CCOC1 (THF), O (water). Conditions: time 72 hour. Yields the product [Li+].FC=1C=C(C=C(C1)F)C(CC(=O)[O-])C1=NC(=NC=C1)OC1=CC=C(C=C1)CNC1=NC=CC=C1 (3-(3,5-Difluorophenyl)-3-(2-{4-[(2-pyridinylamino)-methyl]phenoxy}-4-pyrimidinyl)propanoic acid lithium salt). As a reaction SMILES: C[O:2][C:3](=[O:35])[CH2:4][CH:5]([C:27]1[CH:32]=[C:31]([F:33])[CH:30]=[C:29]([F:34])[CH:28]=1)[C:6]1[CH:11]=[CH:10][N:9]=[C:8]([O:12][C:13]2[CH:18]=[CH:17][C:16]([CH2:19][NH:20][C:21]3[CH:26]=[CH:25][CH:24]=[CH:23][N:22]=3)=[CH:15][CH:14]=2)[N:7]=1.O.[OH-].[Li+:38]>C1COCC1.O>[Li+:38].[F:33][C:31]1[CH:32]=[C:27]([CH:5]([C:6]2[CH:11]=[CH:10][N:9]=[C:8]([O:12][C:13]3[CH:14]=[CH:15][C:16]([CH2:19][NH:20][C:21]4[CH:26]=[CH:25][CH:24]=[CH:23][N:22]=4)=[CH:17][CH:18]=3)[N:7]=2)[CH2:4][C:3]([O-:35])=[O:2])[CH:28]=[C:29]([F:34])[CH:30]=1 |f:1.2.3,6.7|. Procedure details: The compound of Example 4 (40 mg, 0.088 mmol) in THF (10 ml) and water (5 ml) was stirred at room temperature and lithium hydroxide monohydrate (37 mg, 0.88 mmol) added. The solution was stirred at room temperature for 72 h, then the solvents were removed in vacuo, and the crude white solid partitioned between ethyl acetate (10 ml) and water (10 ml). The water layer was freeze dried and the title compound was obtained as a white solid. 1H NMR (d6 DMSO) δ 8.29 (1H, d, J 5.1 Hz), 7.81 (1H, d, J 5.... The reactants are C(=O)(OCC=C)Cl (Alloc-Cl), NC1=CC=C(C=C1)CO ((4-amino-phenyl)-methanol), N1=CC=CC=C1 (pyridine). Run in ClCCl (dichloromethane), ClCCl (dichloromethane), ClCCl (dichloromethane). Reaction conditions: time 2 hour. The product is C(C=C)OC(NC1=CC=C(C=C1)CO)=O ((4-Hydroxymethyl-phenyl)-carbamic acid allyl ester). The yield is 28.9%. Reaction SMILES: [C:1](Cl)([O:3][CH2:4][CH:5]=[CH2:6])=[O:2].[NH2:8][C:9]1[CH:14]=[CH:13][C:12]([CH2:15][OH:16])=[CH:11][CH:10]=1.N1C=CC=CC=1>ClCCl>[CH2:4]([O:3][C:1](=[O:2])[NH:8][C:9]1[CH:14]=[CH:13][C:12]([CH2:15][OH:16])=[CH:11][CH:10]=1)[CH:5]=[CH2:6]. Reported procedure: Alloc-Cl (537 g) in dichloromethane (5 ml) was added dropwise to a solution of (4-amino-phenyl)-methanol (500 mg) and pyridine (5 ml) in dichloromethane (5 ml). After stirring for 2 h, the reaction mixture was diluted with dichloromethane and washed with water. The organic layer was separated, dried (MgSO4), filtered and concentrated in vacuo. The title compound (243 mg) was obtained by recrystallization from dichloromethane. The mother liquor was chromatographed on silica gel in heptane/ethyl a...